Dataset: the Open Reaction Database (ORD), a public repository of structured organic reaction records. Task: describe an organic reaction: reactants, conditions, products, and yield Starting materials: [Br-], NC(=O)c1ccc(N)c(C(=O)Nc2ccc(Cl)cc2)c1. The product is NC(=O)c1ccc(Br)c(C(=O)Nc2ccc(Cl)cc2)c1. Reaction SMILES: [Br-:21].[NH2:1][c:2]1[c:3]([C:11](=[O:12])[NH:13][c:14]2[cH:15][cH:16][c:17]([Cl:20])[cH:18][cH:19]2)[cH:4][c:5]([C:6](=[O:7])[NH2:8])[cH:9][cH:10]1>>[c:2]1([Br:21])[c:3]([C:11](=[O:12])[NH:13][c:14]2[cH:15][cH:16][c:17]([Cl:20])[cH:18][cH:19]2)[cH:4][c:5]([C:6](=[O:7])[NH2:8])[cH:9][cH:10]1.